This data is from the Open Reaction Database (ORD), a public repository of structured organic reaction records. The task is: describe an organic reaction: reactants, conditions, products, and yield Reactants: C1=CN(C=N1)C(=O)N2C=CN=C2 (CDI), CC(CC1(C(N(C(C1)=O)CCC1=CC=CC=C1)=O)CC(=O)O)C (3-(2-methylpropyl)-2,5-dioxo-1-(2-phenylethyl)-3-pyrrolidineacetic acid), Cl.C(C1=CC=CC=C1)ON (O-benzylhydroxylamine hydrochloride), CN1CCOCC1 (4-methylmorpholine). Solvent: C(Cl)Cl (CH2Cl2). Conditions: time 1 hour. Product: C(C1=CC=CC=C1)ONC(CC1(C(N(C(C1)=O)CCC1=CC=CC=C1)=O)CC(C)C)=O (N-Benzyloxy-3-(2-methylpropyl)-2,5-dioxo-1-(2-phenylethyl)-3-pyrrolidineacetamide). The yield is 17.5%. As a reaction SMILES: C1N=CN(C(N2C=NC=C2)=O)C=1.[CH3:13][CH:14]([CH3:35])[CH2:15][C:16]1([CH2:31][C:32](O)=[O:33])[CH2:20][C:19](=[O:21])[N:18]([CH2:22][CH2:23][C:24]2[CH:29]=[CH:28][CH:27]=[CH:26][CH:25]=2)[C:17]1=[O:30].Cl.[CH2:37]([O:44][NH2:45])[C:38]1[CH:43]=[CH:42][CH:41]=[CH:40][CH:39]=1.CN1CCOCC1>C(Cl)Cl>[CH2:37]([O:44][NH:45][C:32](=[O:33])[CH2:31][C:16]1([CH2:15][CH:14]([CH3:13])[CH3:35])[CH2:20][C:19](=[O:21])[N:18]([CH2:22][CH2:23][C:24]2[CH:25]=[CH:26][CH:27]=[CH:28][CH:29]=2)[C:17]1=[O:30])[C:38]1[CH:43]=[CH:42][CH:41]=[CH:40][CH:39]=1 |f:2.3|. Procedure: CDI (153 mg, 0.945 mmol) is added to a mixture of 3-(2-methylpropyl)-2,5-dioxo-1-(2-phenylethyl)-3-pyrrolidineacetic acid (300 mg, 0.945 mmol) and CH2Cl2 (7.5 mL) at room temperature. Afar stirring at room temperature for 1 hour, O-benzylhydroxylamine hydrochloride (181 mg, 1.13 mmol) and 4-methylmorpholine (124 μL, 1.13 mmol) are added to the solution. The mixture is allowed to stir overnight at room temperature. Basic workup (CH2Cl2, NaHCO3, MgSO4) and purification by column chromatography (1.... Reactants: C(=O)=O (dry ice), FC1=CC(=CC(=C1)F)F (1,3,5-trifluorobenzene), C(CCC)[Li] (n-butyllithium), solution. Solvent: O1CCCC1 (tetrahydrofuran), CCCCCC (hexane). Conditions: time 8 hour. Yields the product FC1=C(C(=O)O)C(=CC(=C1)F)F (2,4,6-trifluorobenzoic acid). Reaction SMILES: [F:1][C:2]1[CH:7]=[C:6]([F:8])[CH:5]=[C:4]([F:9])[CH:3]=1.C([Li])CCC.[C:15](=[O:17])=[O:16]>O1CCCC1.CCCCCC>[F:1][C:2]1[CH:7]=[C:6]([F:8])[CH:5]=[C:4]([F:9])[C:3]=1[C:15]([OH:17])=[O:16]. Reported procedure: A stirred solution of 10.0 grams (0.076 mole) of 1,3,5-trifluorobenzene in 150 ml of anhydrous tetrahydrofuran, under an argon atmosphere, was cooled to -78° and 4.8 grams (0.076 mole) of n-butyllithium (as 48.7 ml of a 1.55 molar solution in hexane) was added dropwise during a 30-minute period. Upon completion of addition the reaction mixture was stirred at -78° for eight hours. A quantity of fresh, crushed dry ice, sufficient to cause the reaction mixture to become a thick slurry, was added to... Starting materials: CCn1cc(C(=O)O)c(=O)c2cc(F)c(F)c(F)c21, CN1CCC2(CCNC2)C1, CC#N, Cl, Cl, C1CCC2=NCCCN2CC1. The product is CCn1cc(C(=O)O)c(=O)c2cc(F)c(N3CCC4(CCN(C)C4)C3)c(F)c21. Reaction SMILES: [CH2:24]([CH3:25])[n:26]1[cH:27][c:28]([C:40](=[O:41])[OH:42])[c:29](=[O:39])[c:30]2[cH:31][c:32]([F:38])[c:33]([F:37])[c:34]([F:36])[c:35]12.[CH3:3][N:4]1[CH2:5][C:6]2([CH2:7][CH2:8]1)[CH2:9][NH:10][CH2:11][CH2:12]2.[CH3:43][C:44]#[N:45].[ClH:1].[ClH:2].[N:13]12[CH2:14][CH2:15][CH2:16][N:17]=[C:18]1[CH2:19][CH2:20][CH2:21][CH2:22][CH2:23]2>>[CH3:3][N:4]1[CH2:5][C:6]2([CH2:7][CH2:8]1)[CH2:9][N:10]([c:33]1[c:32]([F:38])[cH:31][c:30]3[c:29](=[O:39])[c:28]([C:40](=[O:41])[OH:42])[cH:27][n:26]([CH2:24][CH3:25])[c:35]3[c:34]1[F:36])[CH2:11][CH2:12]2. The reactants are N/C=1/C\C(=C/C2=C(\N1)C=C(C=C2)C(C(F)(F)F)(F)F)\C(=O)OCC ((1E,4E)-ethyl 2-amino-8-(perfluoroethyl)-3H-benzo[b]azepine-4-carboxylate), solution, COCCNCCOC (bis(2-methoxyethyl)amine). Solvent: C1(=CC=CC=C1)C (toluene), ClCCCl (DCE). Conditions: temperature 75 celsius. Product: N/C=1/C\C(=C/C2=C(\N1)C=C(C=C2)C(C(F)(F)F)(F)F)\C(=O)N(CCOC)CCOC ((1E,4E)-2-amino-N,N-bis(2-methoxyethyl)-8-(perfluoroethyl)-3H-benzo[b]azepine-4-carboxamide). As a reaction SMILES: [CH3:1][O:2][CH2:3][CH2:4][NH:5][CH2:6][CH2:7][O:8][CH3:9].[NH2:10][C:11]1[CH2:12][C:13]([C:29](OCC)=[O:30])=[CH:14][C:15]2[CH:21]=[CH:20][C:19]([C:22]([F:28])([F:27])[C:23]([F:26])([F:25])[F:24])=[CH:18][C:16]=2[N:17]=1>C1(C)C=CC=CC=1.ClCCCl>[NH2:10][C:11]1[CH2:12][C:13]([C:29]([N:5]([CH2:6][CH2:7][O:8][CH3:9])[CH2:4][CH2:3][O:2][CH3:1])=[O:30])=[CH:14][C:15]2[CH:21]=[CH:20][C:19]([C:22]([F:28])([F:27])[C:23]([F:24])([F:25])[F:26])=[CH:18][C:16]=2[N:17]=1. Procedure details: Trimethylaluminuni (0.34 mL of a 2.0 M solution in toluene) was added to bis(2-methoxyethyl)amine (92 mg, 0.69 mmol) in DCE (3 mL). After 10 minutes solid (1E,4E)-ethyl 2-amino-8-(perfluoroethyl)-3H-benzo[b]azepine-4-carboxylate (80 mg, 0.23 mmol) was added and the vessel was sealed and heated to 75° C. for 16-20 hours. Upon cooling the reaction was quenched with saturated Rochelle's salt (2 mL) and after 20 minutes the mixture was partitioned between CH2Cl2 (50 mL) and brine (50 mL). The phases...